This data is from the Open Reaction Database (ORD), a public repository of structured organic reaction records. The task is: describe an organic reaction: reactants, conditions, products, and yield Reactants: O=C(Cl)OCc1ccccc1, NC(C(=O)O)c1ccsc1, [Na+], [OH-]. Yields the product O=C(NC(C(=O)O)c1ccsc1)OCc1ccccc1. RXN SMILES: [CH2:11]([c:12]1[cH:13][cH:14][cH:15][cH:16][cH:17]1)[O:18][C:19](=[O:20])[Cl:21].[NH2:1][CH:2]([C:3](=[O:4])[OH:5])[c:6]1[cH:7][s:8][cH:9][cH:10]1.[Na+:23].[OH-:22]>>[NH:1]([CH:2]([C:3](=[O:4])[OH:5])[c:6]1[cH:7][s:8][cH:9][cH:10]1)[C:19]([O:18][CH2:11][c:12]1[cH:13][cH:14][cH:15][cH:16][cH:17]1)=[O:20]. Reactants: N (ammonia), C1=NN=CC=2C(=CC=CC12)C(=O)NNC(=S)N (1-(phthalazine-5-carbonyl)thiosemicarbazide), S(O)(O)(=O)=O (sulfuric acid), N (ammonia). The solvent is ice. Run at time 3 hour. The product is C1=NN=CC2=C(C=CC=C12)C1=NN=C(S1)N (5-(phthalazine-5yl)-1,3,4-thiadiazol-2-amine). Reaction SMILES: [CH:1]1[C:10]2[CH:9]=[CH:8][CH:7]=[C:6]([C:11]([NH:13][NH:14][C:15]([NH2:17])=[S:16])=O)[C:5]=2[CH:4]=[N:3][N:2]=1.S(=O)(=O)(O)O.N>>[CH:1]1[C:10]2[C:5](=[C:6]([C:11]3[S:16][C:15]([NH2:17])=[N:14][N:13]=3)[CH:7]=[CH:8][CH:9]=2)[CH:4]=[N:3][N:2]=1. Procedure: To a 100 mL round bottom flask was added 1-(phthalazine-5-carbonyl)thiosemicarbazide (0.20 g, 0.81 mmol) and concentrated sulfuric acid (10 mL). The resulting solution was stirred at room temperature for 3 hours. The reaction mixture was poured into a mixture of 10 mL 33% aqueous ammonia and 10 mL ice with stirring. The resulting solution was adjusted to pH 8 with additional ammonia solution. The product was obtained as a yellow solid via filtration and washing with water. The solid was dried in...